From a dataset of the Open Reaction Database (ORD), a public repository of structured organic reaction records. describe an organic reaction: reactants, conditions, products, and yield Reactants: c1ccc(CNCc2ccccc2)cc1, Cc1ccc(N=C=O)c(C)c1, CCCCCC. Product: Cc1ccc(NC(=O)N(Cc2ccccc2)Cc2ccccc2)c(C)c1. Reaction SMILES: [CH2:12]([c:13]1[cH:14][cH:15][cH:16][cH:17][cH:18]1)[NH:19][CH2:20][c:21]1[cH:22][cH:23][cH:24][cH:25][cH:26]1.[CH3:1][c:2]1[c:3]([N:9]=[C:10]=[O:11])[cH:4][cH:5][c:6]([CH3:8])[cH:7]1.[CH3:27][CH2:28][CH2:29][CH2:30][CH2:31][CH3:32]>>[CH3:1][c:2]1[c:3]([NH:9][C:10](=[O:11])[N:19]([CH2:12][c:13]2[cH:14][cH:15][cH:16][cH:17][cH:18]2)[CH2:20][c:21]2[cH:22][cH:23][cH:24][cH:25][cH:26]2)[cH:4][cH:5][c:6]([CH3:8])[cH:7]1. Yields the product S1C(SCC1)=C(C(=O)N[C@H]1[C@@H]2N(C(C(S2)(C)C)C(=O)O)C1=O)C(=O)OCC (6β-[(1,3-Dithiolan-2-ylidene)(ethoxycarbonyl)acetamido]-2,2-dimethylpenam-3-carboxylic acid). The solvent is O (H2O). Reported procedure: To a solution of sodium 6β-[(1,3-dithiolan-2-ylidene)(ethoxycarbonyl)acetamido]-2,2-dimethylpenam-3-carboxylate (46 mg, 0.1 mmol) in 1 mL of H2O was added one drop (38 mg) of cone. HCl solution at 0° C. The mixture was extracted with dichloromethane several times. The combined organic layer was washed with H2O and saturated NaCl solution, dried over Na2SO4, and concentrated under reduced pressure to give the title compound (32 g, 74% yield) as a yellow oil: 1H NMR (D2O) δ 1.40 (3H, t, J=7Hz, CH2... Starting materials: S1C(SCC1)=C(C(=O)N[C@H]1[C@@H]2N(C(C(S2)(C)C)C(=O)[O-])C1=O)C(=O)OCC.[Na+] (sodium 6β-[(1,3-dithiolan-2-ylidene)(ethoxycarbonyl)acetamido]-2,2-dimethylpenam-3-carboxylate), Cl (HCl). As a reaction SMILES: [S:1]1[CH2:5][CH2:4][S:3][C:2]1=[C:6]([C:23]([O:25][CH2:26][CH3:27])=[O:24])[C:7]([NH:9][C@@H:10]1[C:21](=[O:22])[N:12]2[CH:13]([C:18]([O-:20])=[O:19])[C:14]([CH3:17])([CH3:16])[S:15][C@H:11]12)=[O:8].[Na+].Cl>O>[S:3]1[CH2:4][CH2:5][S:1][C:2]1=[C:6]([C:23]([O:25][CH2:26][CH3:27])=[O:24])[C:7]([NH:9][C@@H:10]1[C:21](=[O:22])[N:12]2[CH:13]([C:18]([OH:20])=[O:19])[C:14]([CH3:17])([CH3:16])[S:15][C@H:11]12)=[O:8] |f:0.1|. Isolated yield 73982.5%. Procedure details: 1-(2,6-bis{[(methyloxy)methyl]oxy}phenyl)-1-propanone (Intermediate 27, 1.7 g) was dissolved in methanol (50.0 ml) and an aqueous solution of HCl (26.7 ml, 53.5 mmol of a 2M aqueous solution) was added. The reaction mixture was refluxed for 2 hours. After quenching with water, the reaction mixture was extracted with ethyl acetate. The gathered organic layers were dried over sodium sulphate, filtered and evaporated to afford the title compound (1.11 g). Reactants: COCOC1=C(C(=CC=C1)OCOC)C(CC)=O (1-(2,6-bis{[(methyloxy)methyl]oxy}phenyl)-1-propanone), COCOC1=C(C(=CC=C1)OCOC)C(CC)=O (1-(2,6-bis{[(methyloxy)methyl]oxy}phenyl)-1-propanone), Cl (HCl), aqueous solution. As a reaction SMILES: COC[O:4][C:5]1[CH:10]=[CH:9][CH:8]=[C:7]([O:11]COC)[C:6]=1[C:15](=[O:18])[CH2:16][CH3:17].Cl>CO>[OH:4][C:5]1[CH:10]=[CH:9][CH:8]=[C:7]([OH:11])[C:6]=1[C:15](=[O:18])[CH2:16][CH3:17]. Product: OC1=C(C(=CC=C1)O)C(CC)=O (1-(2,6-dihydroxyphenyl)-1-propanone). Run in CO (methanol). Isolated yield 99.9%. Starting materials: C[Si](C)(C)N1CCCC1=O, O=C(Cl)Oc1ccc(F)cc1, c1ccccc1. Product: O=C1CCCN1C(=O)Oc1ccc(F)cc1. RXN SMILES: [CH3:12][Si:13]([N:14]1[C:15](=[O:19])[CH2:16][CH2:17][CH2:18]1)([CH3:20])[CH3:21].[Cl:1][C:2](=[O:3])[O:4][c:5]1[cH:6][cH:7][c:8]([F:11])[cH:9][cH:10]1.[cH:22]1[cH:23][cH:24][cH:25][cH:26][cH:27]1>>[C:2](=[O:3])([O:4][c:5]1[cH:6][cH:7][c:8]([F:11])[cH:9][cH:10]1)[N:14]1[C:15](=[O:19])[CH2:16][CH2:17][CH2:18]1. The reactants are hydrochloride salt, N1CCC(CC1)N1C(C=CC2=CC=CC=C12)=O (1-(4-piperidyl)-2(1H)-quinolinone), BrCCCCN1S(C2=C(C1=O)C=C(C=C2)[N+](=O)[O-])(=O)=O (2-(4-bromobutyl)-5-nitro-1,1-dioxido-1,2-benzothiazol-3(2H)-one). The product is O=S1(N(C(C2=C1C=CC(=C2)[N+](=O)[O-])=O)CCCCN2CCC(CC2)N2C(C=CC1=CC=CC=C21)=O)=O (1,1-Dioxido-2-(4-(4-(2-oxo-(1H)-quinolin-1-yl)-piperidin-1-yl)-butyl)-5-nitro-1,2-benzisothiazol-3(2H)-one). RXN SMILES: [NH:1]1[CH2:6][CH2:5][CH:4]([N:7]2[C:16]3[C:11](=[CH:12][CH:13]=[CH:14][CH:15]=3)[CH:10]=[CH:9][C:8]2=[O:17])[CH2:3][CH2:2]1.Br[CH2:19][CH2:20][CH2:21][CH2:22][N:23]1[C:27](=[O:28])[C:26]2[CH:29]=[C:30]([N+:33]([O-:35])=[O:34])[CH:31]=[CH:32][C:25]=2[S:24]1(=[O:37])=[O:36]>>[O:37]=[S:24]1(=[O:36])[C:25]2[CH:32]=[CH:31][C:30]([N+:33]([O-:35])=[O:34])=[CH:29][C:26]=2[C:27](=[O:28])[N:23]1[CH2:22][CH2:21][CH2:20][CH2:19][N:1]1[CH2:6][CH2:5][CH:4]([N:7]2[C:16]3[C:11](=[CH:12][CH:13]=[CH:14][CH:15]=3)[CH:10]=[CH:9][C:8]2=[O:17])[CH2:3][CH2:2]1. Procedure: From the hydrochloride salt of 1-(4-piperidyl)-2(1H)-quinolinone prepared according to H. Ogawa et. al. J. Med. Chem. 1993, 36, 2011-2017, and 2-(4-bromobutyl)-5-nitro-1,1-dioxido-1,2-benzothiazol-3(2H)-one using the procedure described for Example 15, Step 5 there was obtained a white solid: 1H NMR (300 MHz, CDCl3) 8.88 (d, J=1.9 Hz, 1H), 8.73 (dd, J=8.36, 1.71 Hz, 1H), 8.15 (d, J=8.36 Hz, 1H), 7.79 (br m, 1H), 7.62 (d, J=3.47 Hz, 1H), 7.51 (m, 2H), 7.20 (m, 2H), 6.66 (d, J=9.33 Hz, 1H), 3.91 (... The reactants are [OH-].[Na+] (sodium hydroxide), Cl (hydrochloric acid), CN(C(=O)N1CCC2=C(CC1)C=CC(=C2)S(=O)(=O)N)C (3-dimethylcarbamoyl-2,3,4,5-tetrahydro-1H-3-benzazepine-7-sulfonamide), C1(CCCCC1)N=C=O (cyclohexylisocyanate). Run in O (water), CC(=O)C (acetone). Run at temperature 25 celsius. Product: C1(CCCCC1)NC(=O)NS(=O)(=O)C1=CC2=C(CCN(CC2)C(N(C)C)=O)C=C1 (1-cyclohexyl-3-[(3-dimethylcarbamoyl-2,3,4,5-tetrahydro-1H-3-benzazepin-7-yl)sulfonyl]urea). RXN SMILES: [OH-].[Na+].[CH3:3][N:4]([CH3:22])[C:5]([N:7]1[CH2:13][CH2:12][C:11]2[CH:14]=[CH:15][C:16]([S:18]([NH2:21])(=[O:20])=[O:19])=[CH:17][C:10]=2[CH2:9][CH2:8]1)=[O:6].[CH:23]1([N:29]=[C:30]=[O:31])[CH2:28][CH2:27][CH2:26][CH2:25][CH2:24]1.Cl>O.CC(C)=O>[CH:23]1([NH:29][C:30]([NH:21][S:18]([C:16]2[CH:15]=[CH:14][C:11]3[CH2:12][CH2:13][N:7]([C:5](=[O:6])[N:4]([CH3:22])[CH3:3])[CH2:8][CH2:9][C:10]=3[CH:17]=2)(=[O:20])=[O:19])=[O:31])[CH2:28][CH2:27][CH2:26][CH2:25][CH2:24]1 |f:0.1|. Procedure details: 8.8 Ml. of 2N sodium hydroxide are added while stirring at 25° C. to a mixture of 5.2 g. of 3-dimethylcarbamoyl-2,3,4,5-tetrahydro-1H-3-benzazepine-7-sulfonamide in 180 ml. of acetone, during which the solid material first dissolves and then a new crystalline precipitate immediately results. 2.26 Ml. of cyclohexylisocyanate are then added thereto while cooling externally with ice and stirring, whereupon the solid material passes completely into solution and then a crystalline precipitate soon re...